This data is from the Open Reaction Database (ORD), a public repository of structured organic reaction records. The task is: describe an organic reaction: reactants, conditions, products, and yield Reactants: solid, Cl.Cl.O1C=C(C=C2C1=CC=C2)C2N(CCCC2)CC[C@@H]2CC[C@H](CC2)N (trans-4-[2-(4-benzofuran-3-yl-piperidin-1-yl)-ethyl]-cyclohexylamine dihydrochloride), Cl.Cl.O1C=C(C=C2C1=CC=C2)C2N(CCCC2)CC[C@@H]2CC[C@H](CC2)N (trans-4-[2-(4-benzofuran-3-yl-piperidin-1-yl)-ethyl]-cyclohexylamine dihydrochloride), FC1=CC=C(C(=O)O)C=C1 (4-fluoro-benzoic acid). The product is O1C=C(C=C2C1=CC=C2)C2N(CCCC2)CC[C@@H]2CC[C@H](CC2)NC(C2=CC=C(C=C2)F)=O (trans-N-{4-[2-(4-Benzofuran-3-yl-piperidin-1-yl)-ethyl]-cyclohexyl}-4-fluoro-benzamide). As a reaction SMILES: Cl.Cl.[O:3]1[C:8]2=[CH:9][CH:10]=[CH:11][C:7]2=[CH:6][C:5]([CH:12]2[CH2:17][CH2:16][CH2:15][CH2:14][N:13]2[CH2:18][CH2:19][C@H:20]2[CH2:25][CH2:24][C@H:23]([NH2:26])[CH2:22][CH2:21]2)=[CH:4]1.[F:27][C:28]1[CH:36]=[CH:35][C:31]([C:32](O)=[O:33])=[CH:30][CH:29]=1>>[O:3]1[C:8]2=[CH:9][CH:10]=[CH:11][C:7]2=[CH:6][C:5]([CH:12]2[CH2:17][CH2:16][CH2:15][CH2:14][N:13]2[CH2:18][CH2:19][C@H:20]2[CH2:21][CH2:22][C@H:23]([NH:26][C:32](=[O:33])[C:31]3[CH:35]=[CH:36][C:28]([F:27])=[CH:29][CH:30]=3)[CH2:24][CH2:25]2)=[CH:4]1 |f:0.1.2|. Procedure: The title compound, light yellow solid (92 mg, 82%), MS (ISP) m/z=449.3 [(M+H)+], mp 193° C., was prepared in accordance with the general method of example 1 from trans-4-[2-(4-benzofuran-3-yl-piperidin-1-yl)-ethyl]-cyclohexylamine dihydrochloride (intermediate A) (100 mg, 0.25 mmol) and 4-fluoro-benzoic acid. The reactants are NC1C(CN(CC1)C(=O)OCC)CC (4-Amino-1-carbethoxy-3-ethylpiperidine). Solvent: [OH-].[Na+] (NaOH). Run at temperature 120 celsius, time 120 hour. The product is NC1C(CNCC1)CC (4-amino-3-ethylpiperidine). Reaction SMILES: [NH2:1][CH:2]1[CH2:7][CH2:6][N:5](C(OCC)=O)[CH2:4][CH:3]1[CH2:13][CH3:14]>[OH-].[Na+]>[NH2:1][CH:2]1[CH2:7][CH2:6][NH:5][CH2:4][CH:3]1[CH2:13][CH3:14] |f:1.2|. Procedure: Ammonium acetate (33 g) was added to the stirred solution of 1-carbethoxy-3-ethyl-4-piperidinone (8.2 g, 41 mmol) in methanol (125 ml) and stirring was continued for 3 hr at ambient temperature. The resulting mixture was cooled at 0° C. and sodium cyanoborohydride (2.5 g, 39 mmol) was added to it. Cooling was removed after 10 min. and resulting mixture was stirred for 6 hr at ambient temperature. The reaction mixture was concentrated to dryness, triturated with water, acidified with conc. HCl (p... Starting materials: COC(CC(NO)=N)=O (2-(N-hydroxycarbamimidoyl)-acetic acid methyl ester), [N+](=O)([O-])C=1C=CC=C2C=C(NC12)C(=O)O (7-nitro-1H-indole-2-carboxylic acid). Product: COC(CC(NC(=O)C=1NC2=C(C=CC=C2C1)[N+](=O)[O-])=NO)=O (3-(Hydroxyimino)-3-[(7-nitro-1H-indole-2-carbonyl)-amino]-propionic acid methyl ester). As a reaction SMILES: [CH3:1][O:2][C:3](=[O:9])[CH2:4][C:5](=[NH:8])[NH:6][OH:7].[N+:10]([C:13]1[CH:14]=[CH:15][CH:16]=[C:17]2[C:21]=1[NH:20][C:19]([C:22](O)=[O:23])=[CH:18]2)([O-:12])=[O:11]>>[CH3:1][O:2][C:3](=[O:9])[CH2:4][C:5](=[N:6][OH:7])[NH:8][C:22]([C:19]1[NH:20][C:21]2[C:17]([CH:18]=1)=[CH:16][CH:15]=[CH:14][C:13]=2[N+:10]([O-:12])=[O:11])=[O:23]. Reported procedure: 2-(N-hydroxycarbamimidoyl)-acetic acid methyl ester prepared in Step A and 7-nitro-1H-indole-2-carboxylic acid prepared in Step A of Preparation 101 were reacted according to the same procedure as Step B of Preparation 101 to give the title compound. Reactants: C1(=CC=CC=C1)P(C1=CC=CC=C1)C1=CC=CC=C1 (triphenylphosphine), N(=NC(=O)OCC)C(=O)OCC (Diethyl azodicarboxylate), ClC1=CC(=C(NC2=NC=NC3=CC(=C(C=C23)OC)O)C=C1)F (4-(4-chloro-2-fluoroanilino)-7-hydroxy-6-methoxyquinazoline), CC1=NN=C(N1CCO)C (2-(3,5-dimethyl-[1,2,4]-triazol-4-yl)ethanol). Run in C(Cl)Cl (methylene chloride). Conditions: time 1 hour. Product: Cl.ClC1=CC(=C(NC2=NC=NC3=CC(=C(C=C23)OC)OCCN2C(=NN=C2C)C)C=C1)F (4-(4-chloro-2-fluoroanilino)-7-(2-(3,5-dimethyl-[1,2,4]-triazol-4-yl)ethoxy)-6-methoxyquinazoline hydrochloride). Isolated yield 123.8%. RXN SMILES: N(C(OCC)=O)=NC(OCC)=O.[Cl:13][C:14]1[CH:33]=[CH:32][C:17]([NH:18][C:19]2[C:28]3[C:23](=[CH:24][C:25]([OH:31])=[C:26]([O:29][CH3:30])[CH:27]=3)[N:22]=[CH:21][N:20]=2)=[C:16]([F:34])[CH:15]=1.[CH3:35][C:36]1[N:40]([CH2:41][CH2:42]O)[C:39]([CH3:44])=[N:38][N:37]=1.C1(P(C2C=CC=CC=2)C2C=CC=CC=2)C=CC=CC=1>C(Cl)Cl>[ClH:13].[Cl:13][C:14]1[CH:33]=[CH:32][C:17]([NH:18][C:19]2[C:28]3[C:23](=[CH:24][C:25]([O:31][CH2:42][CH2:41][N:40]4[C:39]([CH3:44])=[N:38][N:37]=[C:36]4[CH3:35])=[C:26]([O:29][CH3:30])[CH:27]=3)[N:22]=[CH:21][N:20]=2)=[C:16]([F:34])[CH:15]=1 |f:5.6|. Procedure details: Diethyl azodicarboxylate (295 μl, 1.8 mmol) was added dropwise to a suspension of 4-(4-chloro-2-fluoroanilino)-7-hydroxy-6-methoxyquinazoline (200 mg, 0.62 mmol), (prepared as described for the starting material in Example 24), 2-(3,5-dimethyl-[1,2,4]-triazol-4-yl)ethanol (114 mg, 0.81 mmol), (EP 0329357 A1), and triphenylphosphine (492 mg, 1.8 mmol) in methylene chloride (4 ml) and the mixture stirred for 1 hour at ambient temperature. The precipitated solid was collected by filtration, washed ... The reactants are FC1=CC(=C(C2=C1C=CO2)Br)F (4,6-difluoro-7-bromobenzofuran), C(C1=CC=CC=C1)N1CC(C(CC1)=O)C (1-benzyl-3-methyl-4-oxopiperidine). Product: C(C1=CC=CC=C1)N1CC(C(CC1)(C1=C(C=C(C=2C=COC21)F)F)O)C (1-benzyl-3-methyl-4-hydroxy-4-(4,6-difluorobenzofur-7-yl)piperidine). The yield is 77.5%. RXN SMILES: [F:1][C:2]1[C:7]2[CH:8]=[CH:9][O:10][C:6]=2[C:5](Br)=[C:4]([F:12])[CH:3]=1.[CH2:13]([N:20]1[CH2:25][CH2:24][C:23](=[O:26])[CH:22]([CH3:27])[CH2:21]1)[C:14]1[CH:19]=[CH:18][CH:17]=[CH:16][CH:15]=1>>[CH2:13]([N:20]1[CH2:25][CH2:24][C:23]([OH:26])([C:5]2[C:6]3[O:10][CH:9]=[CH:8][C:7]=3[C:2]([F:1])=[CH:3][C:4]=2[F:12])[CH:22]([CH3:27])[CH2:21]1)[C:14]1[CH:15]=[CH:16][CH:17]=[CH:18][CH:19]=1. Reported procedure: Beginning with 1.27 gm (5.45 mMol) 4,6-difluoro-7-bromobenzofuran and 1.16 gm (5.72 mMol) 1-benzyl-3-methyl-4-oxopiperidine, 1.51 gm (78%) of the desired compound were prepared essentially as described in EXAMPLE 19. Starting materials: O=C(CC(=O)OC)C (methyl 3-oxobutanoate), COC(OC)N(C)C ((dimethoxymethyl)dimethylamine). Conditions: temperature 80 celsius, time 2.5 hour. Yields the product CN(C)\C=C(/C(=O)OC)\C(C)=O ((Z)-Methyl 2-((dimethylamino)methylene)-3-oxobutanoate). RXN SMILES: [O:1]=[C:2]([CH3:8])[CH2:3][C:4]([O:6][CH3:7])=[O:5].CO[CH:11]([N:14]([CH3:16])[CH3:15])OC>>[CH3:11][N:14](/[CH:16]=[C:3](/[C:2](=[O:1])[CH3:8])\[C:4]([O:6][CH3:7])=[O:5])[CH3:15]. Procedure details: Into a 250-mL round-bottom flask, was placed methyl 3-oxobutanoate (10.8 g, 92.6 mmol) and (dimethoxymethyl)dimethylamine (12.7 mL, 95.3 mmol). The resulting solution was stirred for 2.5 h at 80° C., then concentrated under reduced pressure to yield 14.5 g (crude) of the title compound as a red solid. Starting materials: COc1ccc(N2C(=O)N(C(C)CO[Si](c3ccccc3)(c3ccccc3)C(C)(C)C)c3nc(Cl)ncc3C2C)cc1, Cc1ccccc1, CCOC(C)=O, Nc1ccccc1. Yields the product COc1ccc(N2C(=O)N(C(C)CO[Si](c3ccccc3)(c3ccccc3)C(C)(C)C)c3nc(Nc4ccccc4)ncc3C2C)cc1. RXN SMILES: [C:1]([CH3:2])([CH3:3])([CH3:4])[Si:5]([O:6][CH2:7][CH:8]([CH3:9])[N:10]1[C:11](=[O:30])[N:12]([c:22]2[cH:23][cH:24][c:25]([O:28][CH3:29])[cH:26][cH:27]2)[CH:13]([CH3:21])[c:14]2[c:15]1[n:16][c:17]([Cl:20])[n:18][cH:19]2)([c:31]1[cH:32][cH:33][cH:34][cH:35][cH:36]1)[c:37]1[cH:38][cH:39][cH:40][cH:41][cH:42]1.[CH3:50][c:51]1[cH:52][cH:53][cH:54][cH:55][cH:56]1.[CH3:57][CH2:58][O:59][C:60](=[O:61])[CH3:62].[NH2:43][c:44]1[cH:45][cH:46][cH:47][cH:48][cH:49]1>>[C:1]([CH3:2])([CH3:3])([CH3:4])[Si:5]([O:6][CH2:7][CH:8]([CH3:9])[N:10]1[C:11](=[O:30])[N:12]([c:22]2[cH:23][cH:24][c:25]([O:28][CH3:29])[cH:26][cH:27]2)[CH:13]([CH3:21])[c:14]2[c:15]1[n:16][c:17]([NH:43][c:44]1[cH:45][cH:46][cH:47][cH:48][cH:49]1)[n:18][cH:19]2)([c:31]1[cH:32][cH:33][cH:34][cH:35][cH:36]1)[c:37]1[cH:38][cH:39][cH:40][cH:41][cH:42]1.